This data is from the Open Reaction Database (ORD), a public repository of structured organic reaction records. The task is: describe an organic reaction: reactants, conditions, products, and yield The reactants are FC1=C(C=CC=C1)NC(NC1=CC=C(C=C1)C=1C=C2CN(C(C2=CC1)=O)[C@H](C(=O)OC)C(C)C)=S ((S)-Methyl 2-(5-(4-(3-(2-fluorophenyl)thioureido)phenyl)-1-oxoisoindolin-2-yl)-3-methylbutanoate), NC1=CC=C(C=C1)C=1C=C2CN(C(C2=CC1)=O)[C@H](C(=O)OC)C(C)C ((S)-Methyl 2-(5-(4-aminophenyl)-1-oxoisoindolin-2-yl)-3-methylbutanoate), C(#N)C1=CC=C(C=C1)N=C=S (4-cyanophenyl isothiocyanate), compound, compound. Product: C(#N)C1=CC=C(C=C1)NC(NC1=CC=C(C=C1)C=1C=C2CN(C(C2=CC1)=O)[C@H](C(=O)OC)C(C)C)=S ((S)-Methyl 2-(5-(4-(3-(4-cyanophenyl)thioureido)phenyl)-1-oxoisoindolin-2-yl)-3-methylbutanoate). RXN SMILES: F[C:2]1[CH:7]=[CH:6][CH:5]=[CH:4][C:3]=1[NH:8][C:9](=[S:35])[NH:10][C:11]1[CH:16]=[CH:15][C:14]([C:17]2[CH:18]=[C:19]3[C:23](=[CH:24][CH:25]=2)[C:22](=[O:26])[N:21]([C@@H:27]([CH:32]([CH3:34])[CH3:33])[C:28]([O:30][CH3:31])=[O:29])[CH2:20]3)=[CH:13][CH:12]=1.[NH2:36][C:37]1C=CC(C2C=C3C(=CC=2)C(=O)N([C@@H](C(C)C)C(OC)=O)C3)=CC=1.C(C1C=CC(N=C=S)=CC=1)#N>>[C:37]([C:6]1[CH:5]=[CH:4][C:3]([NH:8][C:9](=[S:35])[NH:10][C:11]2[CH:12]=[CH:13][C:14]([C:17]3[CH:18]=[C:19]4[C:23](=[CH:24][CH:25]=3)[C:22](=[O:26])[N:21]([C@@H:27]([CH:32]([CH3:33])[CH3:34])[C:28]([O:30][CH3:31])=[O:29])[CH2:20]4)=[CH:15][CH:16]=2)=[CH:2][CH:7]=1)#[N:36]. Reported procedure: The compound of example 268 was prepared analogous to compound of example 256 by reaction of compound of example 223 with 4-cyanophenyl isothiocyanate. The compound of example 268 was used directly without isolation for the preparation of compound of example 269. The reactants are BrBr (bromine), [N+](=O)([O-])C1=CC=C(C(=O)N2CCCC(C3=C2C=CC=C3)=O)C=C1 (1,2,3,4-tetrahydro-1-(4-nitrobenzoyl)-5H-1-benzazepin-5-one), O (water). Run in C(C)(=O)O (acetic acid), C(C)(=O)O (acetic acid). Product: BrC1CCN(C2=C(C1=O)C=CC=C2)C(C2=CC=C(C=C2)[N+](=O)[O-])=O (4-Bromo-1,2,3,4-tetrahydro-1-(4-nitrobenzoyl)-5H-1-benzazepin-5-one). Yield: 87.7%. As a reaction SMILES: [N+:1]([C:4]1[CH:23]=[CH:22][C:7]([C:8]([N:10]2[C:16]3[CH:17]=[CH:18][CH:19]=[CH:20][C:15]=3[C:14](=[O:21])[CH2:13][CH2:12][CH2:11]2)=[O:9])=[CH:6][CH:5]=1)([O-:3])=[O:2].[Br:24]Br.O>C(O)(=O)C>[Br:24][CH:13]1[C:14](=[O:21])[C:15]2[CH:20]=[CH:19][CH:18]=[CH:17][C:16]=2[N:10]([C:8](=[O:9])[C:7]2[CH:6]=[CH:5][C:4]([N+:1]([O-:3])=[O:2])=[CH:23][CH:22]=2)[CH2:11][CH2:12]1. Procedure: A mixture of 0.200 g of 1,2,3,4-tetrahydro-1-(4-nitrobenzoyl)-5H-1-benzazepin-5-one in 2.5 ml of acetic acid is warmed until solution then allowed to cool to room temperature. While stirring, a solution of 0.103 g of bromine in 0.5 ml of acetic acid is added dropwise. After rapid decolorization, the reaction mixture is stirred for 1.5 hours and poured into water. The solid is collected, washed with water and air dried to give 220 mg of the desired product as a crystalline solid, Mass Spectrum; M... The reactants are O.C1(=CC=C(C=C1)S(=O)(=O)O)C (p-toluenesulfonic acid monohydrate), C(CC)[Si]1(CCC(CC1)=O)C1=CC=CC=C1 (4-n-propyl-4-phenyl-4-silacyclohexanone), [Cl-].[NH4+] (ammonium chloride), ClC1=CC=C(C=C1)[Mg]Cl (p-chlorophenyl magnesium chloride). Run in C1=CC=CC=C1 (benzene), O (water), C1=CC=CC=C1 (benzene), O1CCCC1 (tetrahydrofuran). Reaction conditions: temperature 50 celsius, time 2 hour. The product is ClC1=CC=C(C=C1)C1=CC[Si](CC1)(CCC)C1=CC=CC=C1 (4-(4-chlorophenyl)-1-phenyl-1-n-propyl-1-silacyclohex-3-ene). As a reaction SMILES: [CH2:1]([Si:4]1([C:11]2[CH:16]=[CH:15][CH:14]=[CH:13][CH:12]=2)[CH2:9][CH2:8][C:7](=O)[CH2:6][CH2:5]1)[CH2:2][CH3:3].[Cl:17][C:18]1[CH:23]=[CH:22][C:21]([Mg]Cl)=[CH:20][CH:19]=1.[Cl-].[NH4+].O.C1(C)C=CC(S(O)(=O)=O)=CC=1>O.C1C=CC=CC=1.O1CCCC1>[Cl:17][C:18]1[CH:23]=[CH:22][C:21]([C:7]2[CH2:8][CH2:9][Si:4]([C:11]3[CH:16]=[CH:15][CH:14]=[CH:13][CH:12]=3)([CH2:1][CH2:2][CH3:3])[CH2:5][CH:6]=2)=[CH:20][CH:19]=1 |f:2.3,4.5|. Procedure details: 10.0 g of 4-n-propyl-4-phenyl-4-silacyclohexanone was dripped into a 50 ml tetrahydrofuran solution of 1.0M p-chlorophenyl magnesium chloride at 40°-50° C. After stirring for 2 hours at 50° C., the mixture was poured into a saturated aqueous solution of ammonium chloride and extraction was conducted using benzene. 500 mg of p-toluenesulfonic acid monohydrate was then added to the benzene solution and refluxing was conducted while the water generated was distilled away. After the water stopped di... Reactants: CCCCCCCCCCCCOc1nc(Cl)nc(OCCCCCCCCCCCC)n1, Cl, [Na+], [OH-], O, Oc1cc(-c2ccccc2)c(O)c(-c2ccccc2)c1. Yields the product CCCCCCCCCCCCOc1nc(OCCCCCCCCCCCC)nc(Oc2cc(-c3ccccc3)c(O)c(-c3ccccc3)c2)n1. RXN SMILES: [Cl:1][c:2]1[n:3][c:4]([O:21][CH2:22][CH2:23][CH2:24][CH2:25][CH2:26][CH2:27][CH2:28][CH2:29][CH2:30][CH2:31][CH2:32][CH3:33])[n:5][c:6]([O:8][CH2:9][CH2:10][CH2:11][CH2:12][CH2:13][CH2:14][CH2:15][CH2:16][CH2:17][CH2:18][CH2:19][CH3:20])[n:7]1.[ClH:56].[Na+:55].[OH-:54].[OH2:57].[c:34]1(-[c:40]2[c:41]([OH:42])[c:43](-[c:48]3[cH:49][cH:50][cH:51][cH:52][cH:53]3)[cH:44][c:45]([OH:47])[cH:46]2)[cH:35][cH:36][cH:37][cH:38][cH:39]1>>[c:2]1([O:47][c:45]2[cH:44][c:43](-[c:48]3[cH:49][cH:50][cH:51][cH:52][cH:53]3)[c:41]([OH:42])[c:40](-[c:34]3[cH:35][cH:36][cH:37][cH:38][cH:39]3)[cH:46]2)[n:3][c:4]([O:21][CH2:22][CH2:23][CH2:24][CH2:25][CH2:26][CH2:27][CH2:28][CH2:29][CH2:30][CH2:31][CH2:32][CH3:33])[n:5][c:6]([O:8][CH2:9][CH2:10][CH2:11][CH2:12][CH2:13][CH2:14][CH2:15][CH2:16][CH2:17][CH2:18][CH2:19][CH3:20])[n:7]1. The reactants are FC1=CC=C(C=C1)C1=C(C=NC=C1)C(=O)OC (4-(4'-fluorophenyl)-3-methoxycarbonylpyridine), CBr (methyl bromide). Solvent: CC(=O)C (acetone). The product is [Br-].FC1=CC=C(C=C1)C1=C(C=[N+](C=C1)C)C(=O)OC (4-(4'-Fluorophenyl)-3-methoxycarbonyl-1-methylpyridinium bromide). As a reaction SMILES: [F:1][C:2]1[CH:7]=[CH:6][C:5]([C:8]2[CH:13]=[CH:12][N:11]=[CH:10][C:9]=2[C:14]([O:16][CH3:17])=[O:15])=[CH:4][CH:3]=1.[CH3:18][Br:19]>CC(C)=O>[Br-:19].[F:1][C:2]1[CH:7]=[CH:6][C:5]([C:8]2[CH:13]=[CH:12][N+:11]([CH3:18])=[CH:10][C:9]=2[C:14]([O:16][CH3:17])=[O:15])=[CH:4][CH:3]=1 |f:3.4|. Procedure details: The crude pyridine (5.95 g) was treated with methyl bromide (2.2 ml) in acetone (25 ml). After heating in a sealed vessel at 53° for 60 hours and cooling to 0°, the title pyridinium salt was collected by filtration, washed with acetone and dried (7.4 g, 88%), m.p. 165°-170° (decomp.). The reactants are C#CC(O)c1ccc2c(c1)C(C)(C)CC=C2c1ccc(N(C)C)cc1, I[Cu]I, O=C(O)c1ccc(I)cc1. RXN SMILES: [CH3:1][N:2]([c:3]1[cH:4][cH:5][c:6]([C:9]2=[CH:18][CH2:17][C:16]([CH3:19])([CH3:20])[c:15]3[c:10]2[cH:11][cH:12][c:13]([CH:21]([C:22]#[CH:23])[OH:24])[cH:14]3)[cH:7][cH:8]1)[CH3:25].[Cu:36]([I:37])[I:38].[I:26][c:27]1[cH:28][cH:29][c:30]([C:31](=[O:32])[OH:33])[cH:34][cH:35]1>>[CH3:1][N:2]([c:3]1[cH:4][cH:5][c:6]([C:9]2=[CH:18][CH2:17][C:16]([CH3:19])([CH3:20])[c:15]3[c:10]2[cH:11][cH:12][c:13]([CH:21]([C:22]#[C:23][c:27]2[cH:28][cH:29][c:30]([C:31](=[O:32])[OH:33])[cH:34][cH:35]2)[OH:24])[cH:14]3)[cH:7][cH:8]1)[CH3:25]. Product: CN(C)c1ccc(C2=CCC(C)(C)c3cc(C(O)C#Cc4ccc(C(=O)O)cc4)ccc32)cc1. The reactants are CN(C)C=O, O=C1NC(=O)C2(CC(C(=O)Cl)Oc3ccc(F)cc32)N1, NCCN1CCN(CC=Cc2ccccc2)CC1. The product is O=C1NC(=O)C2(CC(C(=O)NCCN3CCN(CC=Cc4ccccc4)CC3)Oc3ccc(F)cc32)N1. As a reaction SMILES: [CH3:19][N:20]([CH3:21])[CH:22]=[O:23].[F:24][c:25]1[cH:26][c:27]2[c:32]([cH:33][cH:34]1)[O:31][CH:30]([C:35](=[O:36])[Cl:37])[CH2:29][C:28]21[NH:38][C:39](=[O:43])[NH:40][C:41]1=[O:42].[NH2:1][CH2:2][CH2:3][N:4]1[CH2:5][CH2:6][N:7]([CH2:10][CH:11]=[CH:12][c:13]2[cH:14][cH:15][cH:16][cH:17][cH:18]2)[CH2:8][CH2:9]1>>[NH:1]([CH2:2][CH2:3][N:4]1[CH2:5][CH2:6][N:7]([CH2:10][CH:11]=[CH:12][c:13]2[cH:14][cH:15][cH:16][cH:17][cH:18]2)[CH2:8][CH2:9]1)[C:35]([CH:30]1[CH2:29][C:28]2([c:27]3[cH:26][c:25]([F:24])[cH:34][cH:33][c:32]3[O:31]1)[NH:38][C:39](=[O:43])[NH:40][C:41]2=[O:42])=[O:36]. Starting materials: CCCC[Sn](Cl)(Cl)CCCC, ClCCl, CC(=O)O, O=C=Nc1ccccc1. Yields the product CC(=O)Nc1ccccc1. As a reaction SMILES: [CH2:14]([Sn:15]([Cl:16])([Cl:17])[CH2:18][CH2:19][CH2:20][CH3:21])[CH2:22][CH2:23][CH3:24].[CH2:25]([Cl:26])[Cl:27].[CH3:10][C:11](=[O:12])[OH:13].[O:1]=[C:2]=[N:3][c:4]1[cH:5][cH:6][cH:7][cH:8][cH:9]1>>[O:1]=[C:2]([NH:3][c:4]1[cH:5][cH:6][cH:7][cH:8][cH:9]1)[CH3:10].